This data is from the Open Reaction Database (ORD), a public repository of structured organic reaction records. The task is: describe an organic reaction: reactants, conditions, products, and yield Reactants: C1(=CC=CC=C1)CCCCO (4-phenylbutanol), C1CC2CCCC(C1)N2[O] (ABNO), primary alcohol, CC1(CCCC(N1[O])(C)C)C (TEMPO). Product: C1C2CC3CC1C(C2)[NH+]3[O-] (Nor-AZADO). RXN SMILES: C1(CCCC[OH:11])C=CC=CC=1.CC1(C)N([O])C(C)(C)CCC1.[CH2:23]1[CH2:30][CH:29]2[N:31]([O])[CH:25]([CH2:26][CH2:27][CH2:28]2)[CH2:24]1>>[CH2:23]1[CH:30]2[CH:29]3[NH+:31]([O-:11])[CH:25]([CH2:24]2)[CH2:26][CH:27]1[CH2:28]3 |^1:15,26|. Procedure details: In the oxidation of 4-phenylbutanol (entry 1), which is a primary alcohol, when the catalyst amount was 1 mol %, all the catalyst compounds gave the objective substance in a high yield, but when the catalyst amount was reduced, marked differences was observed in the catalytic activity. Specifically, in the case of using TEMPO, when the catalyst amount was reduced to 0.01 mol %, marked decrease of the yield was observed, and in the case of ABNO, when the catalyst amount was reduced to 0.003 mol %... As a reaction SMILES: [C:38]([OH:39])([CH3:40])([CH3:41])[CH3:42].[CH3:26][C:27]([CH3:28])([O-:29])[CH3:30].[CH3:32][O:33][CH2:34][CH2:35][O:36][CH3:37].[Cl:1][c:2]1[c:3]([C:10]([CH3:11])=[O:12])[cH:4][cH:5][c:6]([O:8][CH3:9])[cH:7]1.[K+:31].[S:13]([c:15]1[cH:16][cH:17][c:18]([CH3:19])[cH:20][cH:21]1)(=[O:22])([CH2:23][N+:24]#[C-:14])=[O:25]>>[Cl:1][c:2]1[c:3]([CH:10]([CH3:11])[C:23]#[N:24])[cH:4][cH:5][c:6]([O:8][CH3:9])[cH:7]1. The reactants are CC(C)(C)O, CC(C)(C)[O-], COCCOC, COc1ccc(C(C)=O)c(Cl)c1, [K+], [C-]#[N+]CS(=O)(=O)c1ccc(C)cc1. Yields the product COc1ccc(C(C)C#N)c(Cl)c1.